Dataset: the Open Reaction Database (ORD), a public repository of structured organic reaction records. Task: describe an organic reaction: reactants, conditions, products, and yield Starting materials: C(C1=CC=CC=C1)OC1=C(C=C(C=C1)C(C)N(C(=O)[C@H]1CN(CCO1)C(=O)OC(C)(C)C)C1CC1)OCCCOC (tert-butyl (2R)-2-{[{1-[4-(benzyloxy)-3-(3-methoxypropoxy)phenyl]ethyl}(cyclopropyl)amino]carbonyl}morpholin-4-carboxylate). The reagents and catalysts are [Pd] (palladium on carbon). Run in CO (methanol). Reaction conditions: time 2 hour. The product is C1(CC1)N(C(=O)[C@H]1CN(CCO1)C(=O)OC(C)(C)C)[C@H](C)C1=CC(=C(C=C1)O)OCCCOC (tert-butyl (2R)-2-[(cyclopropyl{(1R)-1-[4-hydroxy-3-(3-methoxypropoxy)phenyl]ethyl}amino)carbonyl]morpholin-4-carboxylate). The yield is 74.8%. RXN SMILES: C([O:8][C:9]1[CH:14]=[CH:13][C:12]([CH:15]([N:17]([CH:33]2[CH2:35][CH2:34]2)[C:18]([C@@H:20]2[O:25][CH2:24][CH2:23][N:22]([C:26]([O:28][C:29]([CH3:32])([CH3:31])[CH3:30])=[O:27])[CH2:21]2)=[O:19])[CH3:16])=[CH:11][C:10]=1[O:36][CH2:37][CH2:38][CH2:39][O:40][CH3:41])C1C=CC=CC=1>CO.[Pd]>[CH:33]1([N:17]([C@@H:15]([C:12]2[CH:13]=[CH:14][C:9]([OH:8])=[C:10]([O:36][CH2:37][CH2:38][CH2:39][O:40][CH3:41])[CH:11]=2)[CH3:16])[C:18]([C@@H:20]2[O:25][CH2:24][CH2:23][N:22]([C:26]([O:28][C:29]([CH3:31])([CH3:30])[CH3:32])=[O:27])[CH2:21]2)=[O:19])[CH2:34][CH2:35]1. Reported procedure: To a solution of tert-butyl (2R)-2-{[{1-[4-(benzyloxy)-3-(3-methoxypropoxy)phenyl]ethyl}(cyclopropyl)amino]carbonyl}morpholin-4-carboxylate (1.45 g) in methanol 912 mL) was added 10% palladium on carbon (200 mg), and the mixture was stirred under hydrogen for 2 hours. An insoluble was filtered, and then concentrated under reduced pressure. The resulting residue was purified by silica gel column chromatography (eluent: n-hexane/ethyl acetate=2/1→1/2) to give tert-butyl (2R)-2-[(cyclopropyl{(1R)-1...